This data is from the Open Reaction Database (ORD), a public repository of structured organic reaction records. The task is: describe an organic reaction: reactants, conditions, products, and yield Reactants: Cl.ClC1=NC=NC2=CC(=C(C=C12)OC)OC (4-Chloro-6,7-dimethoxyquinazoline hydrochloride), FC1=C(N)C=C(C=C1)O (2-fluoro-5-hydroxyaniline). Solvent: C(C)(C)O (isopropanol). The product is Cl.COC=1C=C2C(=NC=NC2=CC1OC)NC1=C(C=CC(=C1)O)F (6,7-dimethoxy4-(2-fluoro-5-hydroxyanilino)quinazoline hydrochloride). Isolated yield 14.4%. Reaction SMILES: Cl.[Cl:2][C:3]1[C:12]2[C:7](=[CH:8][C:9]([O:15][CH3:16])=[C:10]([O:13][CH3:14])[CH:11]=2)[N:6]=[CH:5][N:4]=1.[F:17][C:18]1[CH:24]=[CH:23][C:22]([OH:25])=[CH:21][C:19]=1[NH2:20]>C(O)(C)C>[ClH:2].[CH3:14][O:13][C:10]1[CH:11]=[C:12]2[C:7](=[CH:8][C:9]=1[O:15][CH3:16])[N:6]=[CH:5][N:4]=[C:3]2[NH:20][C:19]1[CH:21]=[C:22]([OH:25])[CH:23]=[CH:24][C:18]=1[F:17] |f:0.1,4.5|. Reported procedure: 4-Chloro-6,7-dimethoxyquinazoline hydrochloride (342 mg, 1.3 mmol), and 2-fluoro-5-hydroxyaniline (183 mg, 1.4 mmol) in isopropanol (10 ml) were heated at reflux for 2 hours. The reaction mixture was allowed to cool, the precipitated product collected by filtration, washed with isopropanol and dried to give 6,7-dimethoxy4-(2-fluoro-5-hydroxyanilino)quinazoline hydrochloride (66 mg, 15%) as a solid.